Dataset: the Open Reaction Database (ORD), a public repository of structured organic reaction records. Task: describe an organic reaction: reactants, conditions, products, and yield Starting materials: C1CCOC1, O=Cc1cscc1B(O)O, Cl. The product is OCc1cscc1B(O)O. Reaction SMILES: [CH2:11]1[O:12][CH2:13][CH2:14][CH2:15]1.[CH:1](=[O:2])[c:3]1[c:4]([B:8]([OH:9])[OH:10])[cH:5][s:6][cH:7]1.[ClH:16]>>[CH2:1]([OH:2])[c:3]1[c:4]([B:8]([OH:9])[OH:10])[cH:5][s:6][cH:7]1. Reactants: CC(C=O)=CN(C)C (2-methyl-3-dimethylaminoacrolein), N(N)C1=NC2=CC=CC=C2C(N1)=O (2-hydrazino-4(3H)-quinazolinone), O (water), Cl (hydrochloric acid). Solvent: CO (methanol). Run at time 1.5 hour. The product is CC=1C=NN(C1)C1=NC2=CC=CC=C2C(N1)=O (2-(4-methyl-1H-pyrazol-1-yl)-4(3H)-quinazolinone). Reaction SMILES: [CH3:1][C:2](=[CH:5]N(C)C)[CH:3]=O.[NH:9]([C:11]1[NH:20][C:19](=[O:21])[C:18]2[C:13](=[CH:14][CH:15]=[CH:16][CH:17]=2)[N:12]=1)[NH2:10].O.Cl>CO>[CH3:5][C:2]1[CH:1]=[N:10][N:9]([C:11]2[NH:20][C:19](=[O:21])[C:18]3[C:13](=[CH:14][CH:15]=[CH:16][CH:17]=3)[N:12]=2)[CH:3]=1. Reported procedure: 149.2 g (1.32 moles) of 2-methyl-3-dimethylaminoacrolein are added all at once to a mixture, stirred at 40° C., of 211.2 g (1.2 moles) of 2-hydrazino-4(3H)-quinazolinone, 1.5 litres of water, 540 ml of methanol and 220 ml of concentrated hydrochloric acid. The suspension is stirred at 40° for a total of 4.5 hours and at 60° for 1.5 hours. The crude 2-(4-methyl-1H-pyrazol-1-yl)-4(3H)-quinazolinone isolated at room temperature is obtained in an amount of 245 g of melting point 169°-71°. Reactants: O=C([O-])[O-], CS(C)=O, COC(=O)C1(c2nccnc2Cl)CCN(C(=O)OC(C)(C)C)CC1, [Cs+], [Cs+], O, Oc1ccc(Nc2nc3ccccc3s2)cc1. RXN SMILES: [C:42](=[O:43])([O-:44])[O-:45].[CH3:48][S:49]([CH3:50])=[O:51].[Cl:1][c:2]1[c:3]([C:8]2([C:21](=[O:22])[O:23][CH3:24])[CH2:9][CH2:10][N:11]([C:14](=[O:15])[O:16][C:17]([CH3:18])([CH3:19])[CH3:20])[CH2:12][CH2:13]2)[n:4][cH:5][cH:6][n:7]1.[Cs+:46].[Cs+:47].[OH2:52].[s:25]1[c:26]([NH:34][c:35]2[cH:36][cH:37][c:38]([OH:41])[cH:39][cH:40]2)[n:27][c:28]2[c:29]1[cH:30][cH:31][cH:32][cH:33]2>>[c:2]1([O:41][c:38]2[cH:37][cH:36][c:35]([NH:34][c:26]3[s:25][c:29]4[c:28]([n:27]3)[cH:33][cH:32][cH:31][cH:30]4)[cH:40][cH:39]2)[c:3]([C:8]2([C:21](=[O:22])[O:23][CH3:24])[CH2:9][CH2:10][N:11]([C:14](=[O:15])[O:16][C:17]([CH3:18])([CH3:19])[CH3:20])[CH2:12][CH2:13]2)[n:4][cH:5][cH:6][n:7]1. The product is COC(=O)C1(c2nccnc2Oc2ccc(Nc3nc4ccccc4s3)cc2)CCN(C(=O)OC(C)(C)C)CC1. Starting materials: C(#N)C1=CC=C(CN2CC3CN(CC(C2)O3)CCNS(=O)(=O)C)C=C1 (N-{2-[7-(4-cyanobenzyl)-9-oxa-3,7-diazabicyclo[3.3.1]-non-3-yl]ethyl}methanesulfonamide), [H-].[Na+] (NaH), C(C1=CC=CC=C1)Br (Benzyl bromide). Solvent: CN(C)C=O (DMF). Run at time 1 hour. Yields the product C(C1=CC=CC=C1)N(S(=O)(=O)C)CCN1CC2CN(CC(C1)O2)CC2=CC=C(C=C2)C#N (N-Benzyl-N-{2-[7-(4-cyanobenzyl)-9-oxa-3,7-diazabicyclo[3.3.1]non-3-yl]-ethyl}methanesulfonamide). Yield: 42.9%. RXN SMILES: [H-].[Na+].[C:3]([C:5]1[CH:27]=[CH:26][C:8]([CH2:9][N:10]2[CH2:17][CH:16]3[O:18][CH:12]([CH2:13][N:14]([CH2:19][CH2:20][NH:21][S:22]([CH3:25])(=[O:24])=[O:23])[CH2:15]3)[CH2:11]2)=[CH:7][CH:6]=1)#[N:4].[CH2:28](Br)[C:29]1[CH:34]=[CH:33][CH:32]=[CH:31][CH:30]=1>CN(C=O)C>[CH2:28]([N:21]([CH2:20][CH2:19][N:14]1[CH2:15][CH:16]2[O:18][CH:12]([CH2:11][N:10]([CH2:9][C:8]3[CH:7]=[CH:6][C:5]([C:3]#[N:4])=[CH:27][CH:26]=3)[CH2:17]2)[CH2:13]1)[S:22]([CH3:25])(=[O:24])=[O:23])[C:29]1[CH:34]=[CH:33][CH:32]=[CH:31][CH:30]=1 |f:0.1|. Procedure: To a suspension of NaH (60% in oil, 0.039 g, 1.64 mmol) in dry DMF (10 mL) was added N-{2-[7-(4-cyanobenzyl)-9-oxa-3,7-diazabicyclo[3.3.1]-non-3-yl]ethyl}methanesulfonamide (0.3 g, 0.82 mmol; see Preparation M above) at 0° C. The reaction mixture was stirred for 1 h at room temperature. Benzyl bromide (0.155 g, 0.9 mmol) was added at 0° C. and the reaction mixture stirred at rt for 2 h. The reaction quenched with water, extracted with dichloromethane, washed with water, brine and then dried over... Reactants: FC(C(C1=CC=CC=C1)=NO)(F)F (2,2,2-trifluoroacetophenone oxime), BrCCBr (1,2-dibromoethane), C([O-])([O-])=O.[K+].[K+] (potassium carbonate). Run in CC(=O)C (acetone). Conditions: time 7 day. The product is BrCCON=C(C(F)(F)F)C1=CC=CC=C1 (2,2,2-trifluoroacetophenone O-(2-bromoethyl)oxime). Reaction SMILES: [F:1][C:2]([F:13])([F:12])[C:3](=[N:10][OH:11])[C:4]1[CH:9]=[CH:8][CH:7]=[CH:6][CH:5]=1.[Br:14][CH2:15][CH2:16]Br.C(=O)([O-])[O-].[K+].[K+]>CC(C)=O>[Br:14][CH2:15][CH2:16][O:11][N:10]=[C:3]([C:4]1[CH:9]=[CH:8][CH:7]=[CH:6][CH:5]=1)[C:2]([F:12])([F:13])[F:1] |f:2.3.4|. Procedure: A mixture of the above oxime (13.5 g, 71 mmol), 1,2-dibromoethane (65 ml), potassium carbonate (29.4 g, 213 mmol) and acetone (100 ml) was heated at reflux for 16 h and then stirred at room temperature for 7 days. The mixture was filtered and the solvent was evaporated from the filtrate in vacuo to give 20.7 g of 2,2,2-trifluoroacetophenone O-(2-bromoethyl)oxime. The reactants are COCCN (methoxyethylamine), C=C1CC(=O)O1 (diketene). The solvent is O1CCCC1 (tetrahydrofuran). Reaction conditions: temperature 0 celsius, time 1 hour. Product: COCCNC(CC(C)=O)=O (N-(2-Methoxyethyl)-3-oxobutanamide). Yield: 83.3%. Reaction SMILES: [CH3:1][O:2][CH2:3][CH2:4][NH2:5].[CH2:6]=[C:7]1[O:11][C:9](=[O:10])[CH2:8]1>O1CCCC1>[CH3:1][O:2][CH2:3][CH2:4][NH:5][C:9](=[O:10])[CH2:8][C:7](=[O:11])[CH3:6]. Reported procedure: 33 ml (0.38 mol) methoxyethylamine were added dropwise to a solution of 30 g of diketene (0.36 mol) in 300 ml tetrahydrofuran at −5 to 0° C. After 1 h stirring at 0° C. no more starting material was detected by thin layer chromatography. The reaction mixture was evaporated and the residue purified by column chromatography. This gave 47.15 g (0.30 mol, 83% yield) of a white solid. Reactants: Cl.Cl.C(C)(C)(C)C1=C(C=CC=C1)N1CCNCC1 (1-(2-tert-butylphenyl)piperazine dihydrochloride), Cl.C(C)N=C=NCCCN(C)C (1-ethyl-3-(3-dimethylaminopropyl)carbodiimide hydrochloride), Example 3, Example 1, C(=O)C=1C(=NN(C1SCC(=O)O)C)C ([(4-formyl-1,3-dimethyl-1H-pyrazol-5-yl)sulfanyl]acetic acid), O.ON1N=NC2=C1C=CC=C2 (1-hydroxy-1H-benzotriazole monohydrate). Solvent: CN(C=O)C (N,N-dimethylformamide), C(C)N(CC)CC (triethylamine), O (Water). The product is C(C)(C)(C)C1=C(C=CC=C1)N1CCN(CC1)C(CSC1=C(C(=NN1C)C)C=O)=O (5-({2-[4-(2-tert-butylphenyl)piperazin-1-yl]-2-oxoethyl}sulfanyl)-1,3-dimethyl-1H-pyrazole-4-carbaldehyde). Isolated yield 64.0%. As a reaction SMILES: Cl.Cl.[C:3]([C:7]1[CH:12]=[CH:11][CH:10]=[CH:9][C:8]=1[N:13]1[CH2:18][CH2:17][NH:16][CH2:15][CH2:14]1)([CH3:6])([CH3:5])[CH3:4].[CH:19]([C:21]1[C:22]([CH3:32])=[N:23][N:24]([CH3:31])[C:25]=1[S:26][CH2:27][C:28](O)=[O:29])=[O:20].Cl.C(N=C=NCCCN(C)C)C.O.ON1C2C=CC=CC=2N=N1>O.CN(C)C=O.C(N(CC)CC)C>[C:3]([C:7]1[CH:12]=[CH:11][CH:10]=[CH:9][C:8]=1[N:13]1[CH2:18][CH2:17][N:16]([C:28](=[O:29])[CH2:27][S:26][C:25]2[N:24]([CH3:31])[N:23]=[C:22]([CH3:32])[C:21]=2[CH:19]=[O:20])[CH2:15][CH2:14]1)([CH3:6])([CH3:4])[CH3:5] |f:0.1.2,4.5,6.7|. Reported procedure: A mixture of 1-(2-tert-butylphenyl)piperazine dihydrochloride obtained in Reference Example 1 (1.0 g), [(4-formyl-1,3-dimethyl-1H-pyrazol-5-yl)sulfanyl]acetic acid obtained in Reference Example 3 (736 mg), 1-ethyl-3-(3-dimethylaminopropyl)carbodiimide hydrochloride (786 mg), 1-hydroxy-1H-benzotriazole monohydrate (628 mg), triethylamine (1.39 mL), and N,N-dimethylformamide (50 mL) was stirred at room temperature for over-night. Water was added to the reaction solution, and the mixture was extrac... Reactants: [C@H]12[C@H](C[C@H](CC1)C2)NC=2SC(C(N2)=O)CCO (2-((1S,2S,4R)-bicyclo[2.2.1]heptan-2-ylamino)-5-(2-hydroxyethyl)thiazol-4(5H)-one), C1(=CC=C(C=C1)S(=O)(=O)O)C (p-toluenesulfonic acid), O1CCCC=C1 (3,4-dihydro-2H-pyran). Run in C(Cl)Cl (CH2Cl2). Reaction conditions: time 2 hour. Yields the product [C@H]12[C@H](C[C@H](CC1)C2)NC=2SC(C(N2)=O)CCOC2OCCCC2 (2-((1S,2S,4R)-Bicyclo[2.2.1]heptan-2-ylamino)-5-(2-(tetrahydro-2H-pyran-2-yloxy)ethyl)thiazol-4(5H)-one). Reaction SMILES: [C@@H:1]12[CH2:7][C@@H:4]([CH2:5][CH2:6]1)[CH2:3][C@@H:2]2[NH:8][C:9]1[S:10][CH:11]([CH2:15][CH2:16][OH:17])[C:12](=[O:14])[N:13]=1.C1(C)C=CC(S(O)(=O)=O)=CC=1.[O:29]1[CH:34]=[CH:33][CH2:32][CH2:31][CH2:30]1>C(Cl)Cl>[C@@H:1]12[CH2:7][C@@H:4]([CH2:5][CH2:6]1)[CH2:3][C@@H:2]2[NH:8][C:9]1[S:10][CH:11]([CH2:15][CH2:16][O:17][CH:30]2[CH2:31][CH2:32][CH2:33][CH2:34][O:29]2)[C:12](=[O:14])[N:13]=1. Procedure details: The mixture of 2-((1S,2S,4R)-bicyclo[2.2.1]heptan-2-ylamino)-5-(2-hydroxyethyl)thiazol-4(5H)-one (3.2 g, 12.6 mmol) and p-toluenesulfonic acid (500 mg) in 3,4-dihydro-2H-pyran (10 mL) was stirred for 2 h at room temperature. The resulting mixture was diluted with CH2Cl2 (100 mL), then washed with sat'd NaH2PO4, and dried over MgSO4. After being filtered and concentrated in vacuo, the crude residue was purified by flash chromatography (3:2; Hexane:EtOAc) to give the title compound as an oil. MS (... Reactants: ice, O=P(Cl)(Cl)Cl (POCl3), CN(C)C=O (DMF), ClC1=CC=C(C=C1)CC(=O)C1=C(C=C(C=C1)Cl)Cl (2-(4-chlorophenyl)-1-(2,4-dichlorophenyl)ethanone). The solvent is ClC(C)Cl (dichloroethane). Run at temperature -5 celsius. Product: ClC(=C(C=O)C1=CC=C(C=C1)Cl)C1=C(C=C(C=C1)Cl)Cl (3-Chloro-2-(4-chlorophenyl)-3-(2,4-dichlorophenyl)-acrylaldehyde). Reaction SMILES: O=P(Cl)(Cl)[Cl:3].CN([CH:9]=[O:10])C.[Cl:11][C:12]1[CH:17]=[CH:16][C:15]([CH2:18][C:19]([C:21]2[CH:26]=[CH:25][C:24]([Cl:27])=[CH:23][C:22]=2[Cl:28])=O)=[CH:14][CH:13]=1>ClC(Cl)C>[Cl:3][C:19]([C:21]1[CH:26]=[CH:25][C:24]([Cl:27])=[CH:23][C:22]=1[Cl:28])=[C:18]([C:15]1[CH:16]=[CH:17][C:12]([Cl:11])=[CH:13][CH:14]=1)[CH:9]=[O:10]. Procedure: 7 ml of POCl3 are added dropwise to a solution of 6.6 ml of DMF in 4 ml of dichloroethane, cooled to −5° C., under nitrogen, and then the temperature is allowed to rise and 7 g of 2-(4-chlorophenyl)-1-(2,4-dichlorophenyl)ethanone are added. The reaction medium is heated at 50° C. for 16 hours and then the mixture is poured into 100 ml of ice-cold water. The medium is extracted with DCM and then the organic phase is washed with a saturated NaHCO3 solution, water, and then an NaCl solution. 1.45 g...